This data is from the Open Reaction Database (ORD), a public repository of structured organic reaction records. The task is: describe an organic reaction: reactants, conditions, products, and yield Reactants: [Na] (sodium), C1=CC=CC=C1 (benzene), C1CCCCC1 (cyclohexane), ClC1=CC=CC=C1 (chlorobenzene), B(OC(C)C)([O-])[O-] (isopropyl orthoborate), ClC1=CC=CC=C1 (chlorobenzene), B(OC(C)C)([O-])[O-] (isopropyl orthoborate), C1CCCCC1 (cyclohexane). Run in O (water). Run at temperature 80 celsius. The product is C1(=CC=CC=C1)B(C1=CC=CC=C1)C1=CC=CC=C1 (triphenylborane). Isolated yield 85.4%. As a reaction SMILES: [Na].[CH:2]1[CH:7]=[CH:6][CH:5]=[CH:4][CH:3]=1.Cl[C:9]1[CH:14]=[CH:13][CH:12]=[CH:11][CH:10]=1.[B:15]([O-])([O-])OC(C)C.[CH2:22]1[CH2:27][CH2:26][CH2:25][CH2:24][CH2:23]1>O>[C:2]1([B:15]([C:22]2[CH:27]=[CH:26][CH:25]=[CH:24][CH:23]=2)[C:9]2[CH:14]=[CH:13][CH:12]=[CH:11][CH:10]=2)[CH:7]=[CH:6][CH:5]=[CH:4][CH:3]=1 |^1:0|. Procedure: The apparatus employed consisted of a 500 ml four-necked flask equipped with a mechanical stirrer, thermometer, addition funnel and reflux condenser with suitable provisions to maintain a nitrogen atmosphere over the reactants. Approximately 3.8 grams of sodium dispersion (particle size 1-5μ) were premixed with 40 ml of cyclohexane and 2 ml of benzene and charged to the flask. The contents of the flask were then heated to 80° C. A solution containing 9.0 grams of chlorobenzene and 4.7 grams of i... The reactants are [OH-].[Na+] (NaOH), C(=O)(O)CC1=C(C(=O)O)C(=CC=C1)F (2-Carboxymethyl-6-fluoro-benzoic acid), C(C)(=O)OC(C)=O (acetic anhydride), Cl (HCl), N1=CC=CC=C1 (Pyridine). Run in O1CCCC1 (tetrahydrofuran). Conditions: time 2 hour. The product is FC1=C(C(=O)O)C(=CC=C1)CC(C)=O (2-Fluoro-6-(2-oxo-propyl)-benzoic acid). The yield is 111.3%. RXN SMILES: [C:1]([CH2:4][C:5]1[CH:13]=[CH:12][CH:11]=[C:10]([F:14])[C:6]=1[C:7]([OH:9])=[O:8])([OH:3])=O.[C:15](OC(=O)C)(=O)C.N1C=CC=CC=1.[OH-].[Na+].Cl>O1CCCC1>[F:14][C:10]1[CH:11]=[CH:12][CH:13]=[C:5]([CH2:4][C:1](=[O:3])[CH3:15])[C:6]=1[C:7]([OH:9])=[O:8] |f:3.4|. Reported procedure: 2-Carboxymethyl-6-fluoro-benzoic acid (11.16 g, 56.32 mmol) in acetic anhydride (65 mL, 690 mmol) was heated at 110° C. for 60 minutes. Pyridine (20 mL, 250 mmol) was added. Gas evolution was observed. The reaction mixture was refluxed overnight and rotovaped. The residue was dissolved in tetrahydrofuran (100 mL) and 4 M aq. NaOH (100 mL) was added. The reaction mixture was stirred at room temperature for 2 hours. The reaction mixture was acidified with conc. HCl (aq). The two phases were separa... Starting materials: N12CC(C(CC1)CC2)=O (3-quinuclidinone), [Mg] (magnesium), ClC1=CC=C(C=C1)CCBr (2-(4-chlorophenyl)ethyl bromide), [Mg] (magnesium). Solvent: O1CCCC1 (tetrahydrofuran), O1CCCC1 (tetrahydrofuran). The product is Cl.ClC1=CC=C(C=C1)CCC1(CN2CCC1CC2)O (3-[2-(4-Chlorophenyl)ethyl]-1-azabicyclo[2.2.2]octane-3-ol hydrochloride). Reaction SMILES: [Mg].[Cl:2][C:3]1[CH:8]=[CH:7][C:6]([CH2:9][CH2:10]Br)=[CH:5][CH:4]=1.[N:12]12[CH2:19][CH2:18][CH:15]([CH2:16][CH2:17]1)[C:14](=[O:20])[CH2:13]2>O1CCCC1>[ClH:2].[Cl:2][C:3]1[CH:8]=[CH:7][C:6]([CH2:9][CH2:10][C:14]2([OH:20])[CH:15]3[CH2:18][CH2:19][N:12]([CH2:17][CH2:16]3)[CH2:13]2)=[CH:5][CH:4]=1 |f:4.5|. Reported procedure: To 2.43 g (0.10 mole) of magnesium in 30 ml of anhydrous tetrahydrofuran under an N2 atmosphere is added slowly 21.95 g (0.10 mole) of 2-(4-chlorophenyl)ethyl bromide. The addition rate is such that a gentle reflux of the solvent is maintained. After the addition is complete the mixture is refluxed until the magnesium metal is thoroughly reacted. Cool the reaction mixture to 40°-45° C. and add a solution of 12.52 g (0.1 mole) of 3-quinuclidinone in 100 ml of anhydrous tetrahydrofuran at a suffic... Starting materials: [B](c1cccc(C=O)c1)(O)O, CC1=CN=C(C=C1)N, [C-]#[N+]C1CCCCC1. Reagents/catalysts: O=C(O)C(F)(F)F (trifluoroacetic acid). Run in CC(C)O (isopropyl alcohol), CC(C)O (isopropylalcohol). Conditions: temperature 22 celsius, time 20 hour. Yields the product [B](c1cccc(c1)c1c(NC2CCCCC2)n2cc(C)ccc2n1)(O)O. Yield: 84.0%. Reaction SMILES: CC1=CC=C(N)N=C1.[C-]#[N+]C1CCCCC1.OB(O)C1=CC=CC(C=O)=C1>>CC1=CN2C(C=C1)=NC(=C2NC1CCCCC1)C1=CC=CC(=C1)B(O)O. The reactants are BrCC=1C=C(C=CC1)CC(=O)NCCC1=CC=C(C=C1)OCCCCCCCCCCCCCC (3-(bromomethyl)phenyl-N-[2-[4-(tetradecyloxy)phenyl]ethyl]acetamide), CC1=CN=CS1 (5-methylthiazole), CCOCC (ether). Run in C1(=CC=CC=C1)C (toluene). Product: [Br-].C(C)(=O)N(C=1C=C(C=CC1)C[N+]1=CSC(=C1)C)CCC1=CC=C(C=C1)OCCCCCCCCCCCCCC (3-[[3-[Acetyl[2-[4-(tetradecyloxy)phenyl]ethyl]amino]phenyl]methyl]-5-methyl-thiazolium bromide). As a reaction SMILES: [Br:1]CC1[CH:4]=[C:5]([CH2:9][C:10]([NH:12][CH2:13][CH2:14][C:15]2[CH:20]=[CH:19][C:18]([O:21][CH2:22][CH2:23][CH2:24][CH2:25][CH2:26][CH2:27][CH2:28][CH2:29][CH2:30][CH2:31][CH2:32][CH2:33][CH2:34][CH3:35])=[CH:17][CH:16]=2)=O)[CH:6]=[CH:7][CH:8]=1.[CH3:36][C:37]1[S:41][CH:40]=[N:39][CH:38]=1.[CH3:42][CH2:43][O:44]CC>C1(C)C=CC=CC=1>[Br-:1].[C:43]([N:12]([CH2:13][CH2:14][C:15]1[CH:16]=[CH:17][C:18]([O:21][CH2:22][CH2:23][CH2:24][CH2:25][CH2:26][CH2:27][CH2:28][CH2:29][CH2:30][CH2:31][CH2:32][CH2:33][CH2:34][CH3:35])=[CH:19][CH:20]=1)[C:10]1[CH:9]=[C:5]([CH2:4][N+:39]2[CH:38]=[C:37]([CH3:36])[S:41][CH:40]=2)[CH:6]=[CH:7][CH:8]=1)(=[O:44])[CH3:42] |f:4.5|. Procedure details: A mixture of 2.5 g N-[3-(bromomethyl)phenyl-N-[2-[4-(tetradecyloxy)phenyl]ethyl]acetamide and 2.28 g of 5-methylthiazole in 50 ml of toluene is refluxed for 5 hours, cooled and ether added. The solid is collected by centrifugation and washed several times with ether then vacuum dried to give 1.8 g of the desired product as a white solid, m.p. 136°-140° C.